This data is from the Open Reaction Database (ORD), a public repository of structured organic reaction records. The task is: describe an organic reaction: reactants, conditions, products, and yield The reactants are CP, C(C)(C)[N-]C(C)C.[Li+] (lithium diisopropylamide), C(C)(C)NC(C)C (diisopropylamine), C(CCC)[Li] (n-butyllithium), [I-].C[S+](=O)(C)C (trimethylsulfoxonium iodide). The solvent is C1CCOC1 (THF), C1CCOC1 (THF). Reaction conditions: temperature 0 celsius, time 30 minute. Product: crude product, CC(C)C12CCC(=O)C1C2 (sabina ketone). Isolated yield 63.0%. As a reaction SMILES: C([N-][CH:5]([CH3:7])[CH3:6])(C)C.[Li+].C(N[CH:13]([CH3:15])[CH3:14])(C)C.[CH2:16]([Li])[CH2:17][CH2:18]C.[I-].C[S+](C)(C)=[O:24]>C1COCC1>[CH3:16][CH:17]([C:6]12[CH2:7][CH:5]1[C:14](=[O:24])[CH2:13][CH2:15]2)[CH3:18] |f:0.1,4.5|. Procedure details: To a THF solution of lithium diisopropylamide prepared from 26 mM of diisopropylamine and 26 mM of n-butyllithium, 6.16 g (28 mM) of trimethylsulfoxonium iodide were added under ice cooling, and the mixture was stirred at 0° C. for 30 minutes and then at room temperature for 2 hours. This reaction mixture was poured dropwise into a solution of 2.48 g (20 mM) of CP in 20 ml of THF during 4 hours. After the reaction was carried out at room temperature for 3 hours, the treatments were carried out a...